From a dataset of the Open Reaction Database (ORD), a public repository of structured organic reaction records. describe an organic reaction: reactants, conditions, products, and yield Starting materials: FC1(CC[C@@H]([C@H](C1)OC1=CC(=C(C(=C1)F)S(=O)(=O)N(C1=NC=NC=C1)CC1=C(C=C(C=C1)OC)OC)F)C1=CC=NN1C)F (4-{[(1S*,2R*)-5,5-difluoro-2-(1-methyl-1H-pyrazol-5-yl)cyclohexyl]oxy}-N-(2,4-dimethoxybenzyl)-2,6-difluoro-N-(pyrimidin-4-yl)benzenesulfonamide), C(C)[SiH](CC)CC (triethylsilane), FC(C(=O)O)(F)F (trifluoroacetic acid). Solvent: ClCCl (dichloromethane). Yields the product FC1(CC[C@@H]([C@H](C1)OC1=CC(=C(C(=C1)F)S(=O)(=O)NC1=NC=NC=C1)F)C1=CC=NN1C)F (4-{[(1S*,2R*)-5,5-Difluoro-2-(1-methyl-1H-pyrazol-5-yl)cyclohexyl]oxy}-2,6-difluoro-N-(pyrimidin-4-yl)benzenesulfonamide). The yield is 49.3%. As a reaction SMILES: [F:1][C:2]1([F:44])[CH2:7][C@H:6]([O:8][C:9]2[CH:14]=[C:13]([F:15])[C:12]([S:16]([N:19](CC3C=CC(OC)=CC=3OC)[C:20]3[CH:25]=[CH:24][N:23]=[CH:22][N:21]=3)(=[O:18])=[O:17])=[C:11]([F:37])[CH:10]=2)[C@@H:5]([C:38]2[N:42]([CH3:43])[N:41]=[CH:40][CH:39]=2)[CH2:4][CH2:3]1.C([SiH](CC)CC)C.FC(F)(F)C(O)=O>ClCCl>[F:44][C:2]1([F:1])[CH2:7][C@H:6]([O:8][C:9]2[CH:14]=[C:13]([F:15])[C:12]([S:16]([NH:19][C:20]3[CH:25]=[CH:24][N:23]=[CH:22][N:21]=3)(=[O:17])=[O:18])=[C:11]([F:37])[CH:10]=2)[C@@H:5]([C:38]2[N:42]([CH3:43])[N:41]=[CH:40][CH:39]=2)[CH2:4][CH2:3]1. Procedure details: The reaction and aftertreatment were conducted in the same manner as in Example 1b by using the 4-{[(1S*,2R*)-5,5-difluoro-2-(1-methyl-1H-pyrazol-5-yl)cyclohexyl]oxy}-N-(2,4-dimethoxybenzyl)-2,6-difluoro-N-(pyrimidin-4-yl)benzenesulfonamide (120 mg, 0.188 mmol) prepared in Example 109a, triethylsilane (0.15 mL), trifluoroacetic acid (1.5 mL) and dichloromethane (1.5 mL), to yield the title compound (45 mg, 49%) as a colorless solid.